From a dataset of the Open Reaction Database (ORD), a public repository of structured organic reaction records. describe an organic reaction: reactants, conditions, products, and yield The reactants are IC=1C=C(C(=O)NC(C(C2=CC=CC=C2)O)C)C=CC1 (3-iodo-N-(2-hydroxy-1-methyl-2-phenylethyl) benzamide), O=P12OP3(=O)OP(=O)(O1)OP(=O)(O2)O3 (P2O5), O (H2O). Run in ClC1=C(C=CC=C1)Cl (o-dichlorobenzene). Yields the product IC=1C=C(C=CC1)C1=NC(=CC2=CC=CC=C12)C (1-(3-iodophenyl)-3-methylisoquinoline). The yield is 62.0%. As a reaction SMILES: [I:1][C:2]1[CH:3]=[C:4]([CH:18]=[CH:19][CH:20]=1)[C:5]([NH:7][CH:8]([CH3:17])[CH:9](O)[C:10]1[CH:15]=[CH:14][CH:13]=[CH:12][CH:11]=1)=O.O=P12OP3(OP(OP(O3)(O1)=O)(=O)O2)=O.O>ClC1C=CC=CC=1Cl>[I:1][C:2]1[CH:3]=[C:4]([C:5]2[C:15]3[C:10](=[CH:11][CH:12]=[CH:13][CH:14]=3)[CH:9]=[C:8]([CH3:17])[N:7]=2)[CH:18]=[CH:19][CH:20]=1. Procedure details: A mixture of amide 3b, 11.54 g, 30.3 mmol) and P2O5 (43 g) in o-dichlorobenzene (150 mL) was refluxed for 20 h. After it was cooled to room temperature, it was cooled to 0° C. by application of an external ice-water bath. To this cooled mixture was cautiously added 300 mL of H2O. After the vigorous reaction had subsided, the dark solution was washed with toluene (2×50 mL). The aqueous layer was cooled to 0° C. and made to pH >11 with 50% aqueous NaOH. The resulting mixture was extracted with tol... Reactants: CCOC(C)=O, Nc1cc(C(F)(F)F)ccc1C(F)(F)F, O=C(O)c1ccccc1O. Product: O=C(Nc1cc(C(F)(F)F)ccc1C(F)(F)F)c1ccccc1O. RXN SMILES: [CH3:26][CH2:27][O:28][C:29](=[O:30])[CH3:31].[F:11][C:12]([c:13]1[c:14]([NH2:15])[cH:16][c:17]([C:20]([F:21])([F:22])[F:23])[cH:18][cH:19]1)([F:24])[F:25].[OH:1][C:2](=[O:3])[c:4]1[cH:5][cH:6][cH:7][cH:8][c:9]1[OH:10]>>[C:2](=[O:3])([c:4]1[cH:5][cH:6][cH:7][cH:8][c:9]1[OH:10])[NH:15][c:14]1[c:13]([C:12]([F:11])([F:24])[F:25])[cH:19][cH:18][c:17]([C:20]([F:21])([F:22])[F:23])[cH:16]1. Starting materials: 7.1, CO (methanol), O[C@@H]1C[C@@H](NC1)C(=O)O ((2R,4R)-4-hydroxy pyrrolidine-2-carboxylic acid), S(=O)(Cl)Cl (Thionyl chloride). Reaction conditions: temperature 0 celsius. Yields the product O[C@@H]1C[C@@H](NC1)C(=O)OC (methyl (2R,4R)-4-hydroxypyrrolidine-2-carboxylate). As a reaction SMILES: [OH:1][C@H:2]1[CH2:6][NH:5][C@@H:4]([C:7]([OH:9])=[O:8])[CH2:3]1.S(Cl)(Cl)=O.[CH3:14]O>>[OH:1][C@H:2]1[CH2:6][NH:5][C@@H:4]([C:7]([O:9][CH3:14])=[O:8])[CH2:3]1. Procedure details: 7.1 30 g of (2R,4R)-4-hydroxy pyrrolidine-2-carboxylic acid are suspended in 200 ml of methanol and cooled to 0° C. Thionyl chloride (18.1 ml) is subsequently added dropwise at the same temperature distributed over an hour. The reaction mixture (RM) is warmed to room temperature (RT) over 12 h, during which a clear solution forms. The solvent is removed in vacuo, and the residue obtained is recrystallised from ether, giving 50 g of methyl (2R,4R)-4-hydroxypyrrolidine-2-carboxylate; Rt.: 0.386 mi...